Task: describe an organic reaction: reactants, conditions, products, and yield. Dataset: the Open Reaction Database (ORD), a public repository of structured organic reaction records RXN SMILES: [CH2:1]([c:2]1[cH:3][cH:4][cH:5][cH:6][cH:7]1)[c:8]1[c:9]([I:32])[c:10]2[c:11]([n:12]([CH2:24][CH2:25][O:26][CH3:27])[c:13](-[c:15]3[cH:16][cH:17][c:18]([CH:21]([CH3:22])[CH3:23])[cH:19][cH:20]3)[n:14]2)[c:28]([O:30][CH3:31])[cH:29]1.[CH2:33]([CH2:34][CH2:46][CH3:47])[Sn:35]([CH2:36][CH2:37][CH2:38][CH3:39])([CH2:40][CH2:41][CH2:42][CH3:43])[CH:44]=[CH2:45].[CH2:48]1[O:49][CH2:50][CH2:51][CH2:52]1.[Pd:53]([Cl:54])[Cl:55].[c:56]1([P:57]([c:58]2[cH:59][cH:60][cH:61][cH:62][cH:63]2)[c:64]2[cH:65][cH:66][cH:67][cH:68][cH:69]2)[cH:70][cH:71][cH:72][cH:73][cH:74]1.[c:75]1([P:76]([c:77]2[cH:78][cH:79][cH:80][cH:81][cH:82]2)[c:83]2[cH:84][cH:85][cH:86][cH:87][cH:88]2)[cH:89][cH:90][cH:91][cH:92][cH:93]1>>[CH2:1]([c:2]1[cH:3][cH:4][cH:5][cH:6][cH:7]1)[c:8]1[c:9]([CH:33]=[CH2:34])[c:10]2[c:11]([n:12]([CH2:24][CH2:25][O:26][CH3:27])[c:13](-[c:15]3[cH:16][cH:17][c:18]([CH:21]([CH3:22])[CH3:23])[cH:19][cH:20]3)[n:14]2)[c:28]([O:30][CH3:31])[cH:29]1. The product is C=Cc1c(Cc2ccccc2)cc(OC)c2c1nc(-c1ccc(C(C)C)cc1)n2CCOC. Reactants: COCCn1c(-c2ccc(C(C)C)cc2)nc2c(I)c(Cc3ccccc3)cc(OC)c21, C=C[Sn](CCCC)(CCCC)CCCC, C1CCOC1, Cl[Pd]Cl, c1ccc(P(c2ccccc2)c2ccccc2)cc1, c1ccc(P(c2ccccc2)c2ccccc2)cc1.